From a dataset of the Open Reaction Database (ORD), a public repository of structured organic reaction records. describe an organic reaction: reactants, conditions, products, and yield The reactants are Cc1cnc(CN(CCCCN)C2CCCc3cccnc32)c(C)c1, C[Si](C)(C)N=C=O, CC(C)O. Product: Cc1cnc(CN(CCCCNC(N)=O)C2CCCc3cccnc32)c(C)c1. As a reaction SMILES: [CH3:1][c:2]1[c:3]([CH2:9][N:10]([CH2:11][CH2:12][CH2:13][CH2:14][NH2:15])[CH:16]2[CH2:17][CH2:18][CH2:19][c:20]3[cH:21][cH:22][cH:23][n:24][c:25]32)[n:4][cH:5][c:6]([CH3:8])[cH:7]1.[CH3:26][Si:27]([CH3:28])([CH3:29])[N:30]=[C:31]=[O:32].[CH3:33][CH:34]([OH:35])[CH3:36]>>[CH3:1][c:2]1[c:3]([CH2:9][N:10]([CH2:11][CH2:12][CH2:13][CH2:14][NH:15][C:31]([NH2:30])=[O:32])[CH:16]2[CH2:17][CH2:18][CH2:19][c:20]3[cH:21][cH:22][cH:23][n:24][c:25]32)[n:4][cH:5][c:6]([CH3:8])[cH:7]1. Starting materials: BrC1=CC=C(CN2C(=NC3=C2C=CC(=C3)OCC3=NC2=CC=C(C=C2C=C3)F)[C@@H]3[C@@H](CCCC3)C(=O)O)C=C1 (racemic cis-2-(1-(4-bromobenzyl)-5-((6-fluoroquinolin-2-yl)methoxy)-1H-benzo[d]imidazol-2-yl)cyclohexanecarboxylic acid), FC(C1CCNCC1)(F)F (4-(trifluoromethyl)piperidine). Product: FC=1C=C2C=CC(=NC2=CC1)COC1=CC2=C(N(C(=N2)[C@@H]2[C@@H](CCCC2)C(=O)O)CC2=CC=C(C=C2)N2CCC(CC2)C(F)(F)F)C=C1 (racemic cis-2-(5-((6-fluoroquinolin-2-yl)methoxy)-1-(4-(4-(trifluoromethyl)piperidin-1-yl)benzyl)-1H-benzo[d]imidazol-2-yl)cyclohexanecarboxylic acid). As a reaction SMILES: Br[C:2]1[CH:39]=[CH:38][C:5]([CH2:6][N:7]2[C:11]3[CH:12]=[CH:13][C:14]([O:16][CH2:17][C:18]4[CH:27]=[CH:26][C:25]5[C:20](=[CH:21][CH:22]=[C:23]([F:28])[CH:24]=5)[N:19]=4)=[CH:15][C:10]=3[N:9]=[C:8]2[C@H:29]2[CH2:34][CH2:33][CH2:32][CH2:31][C@H:30]2[C:35]([OH:37])=[O:36])=[CH:4][CH:3]=1.[F:40][C:41]([F:49])([F:48])[CH:42]1[CH2:47][CH2:46][NH:45][CH2:44][CH2:43]1>>[F:28][C:23]1[CH:24]=[C:25]2[C:20](=[CH:21][CH:22]=1)[N:19]=[C:18]([CH2:17][O:16][C:14]1[CH:13]=[CH:12][C:11]3[N:7]([CH2:6][C:5]4[CH:4]=[CH:3][C:2]([N:45]5[CH2:46][CH2:47][CH:42]([C:41]([F:49])([F:48])[F:40])[CH2:43][CH2:44]5)=[CH:39][CH:38]=4)[C:8]([C@H:29]4[CH2:34][CH2:33][CH2:32][CH2:31][C@H:30]4[C:35]([OH:37])=[O:36])=[N:9][C:10]=3[CH:15]=1)[CH:27]=[CH:26]2. Procedure: The title compound was prepared using analogous conditions to those described in Example 190 using racemic cis-2-(1-(4-bromobenzyl)-5-((6-fluoroquinolin-2-yl)methoxy)-1H-benzo[d]imidazol-2-yl)cyclohexanecarboxylic acid and 4-(trifluoromethyl)piperidine. MS (ESI): mass calcd. for C37H36F4N4O3, 660.27; m/z found, 661.2 [M+H]+. 1H NMR (500 MHz, CD3OD) δ 8.40 (d, J=8.6, 1H), 8.15-8.08 (m, 1H), 7.78 (d, J=8.6, 1H), 7.69-7.60 (m, 2H), 7.57 (d, J=9.1, 1H), 7.37-7.28 (m, 2H), 7.13-7.02 (m, 4H), 5.68 (d,...